The task is: describe an organic reaction: reactants, conditions, products, and yield. This data is from the Open Reaction Database (ORD), a public repository of structured organic reaction records. The reactants are C1COC2=NC=C3C(=C21)C(CC3)O (1,6,7,8-tetrahydro-2H-cyclopenta[d]furo[2,3-b]pyridin-8-ol), C[N+]1(CCOCC1)[O-] (4-methylmorpholine N-oxide), tetra-n-propylammonium perruthenate(VII). The solvent is C(C)#N (acetonitrile). Conditions: time 15 minute. Product: C1COC2=NC=C3C(=C21)C(CC3)=O (1,2,6,7-tetrahydro-8H-cyclopenta[d]furo[2,3-b]pyridin-8-one). Isolated yield 67.8%. As a reaction SMILES: [CH2:1]1[C:9]2[C:4](=[N:5][CH:6]=[C:7]3[CH2:12][CH2:11][CH:10]([OH:13])[C:8]3=2)[O:3][CH2:2]1.C[N+]1([O-])CCOCC1>C(#N)C>[CH2:1]1[C:9]2[C:4](=[N:5][CH:6]=[C:7]3[CH2:12][CH2:11][C:10](=[O:13])[C:8]3=2)[O:3][CH2:2]1. Reported procedure: A suspension of 1,6,7,8-tetrahydro-2H-cyclopenta[d]furo[2,3-b]pyridin-8-ol (500 mg, 2.82 mmol), 4 Å molecular sieves (1 g), 4-methylmorpholine N-oxide (825 mg, 7.05 mmol) and tetra-n-propylammonium perruthenate(VII) (99 mg, 0.282 mmol) in acetonitrile (15 mL) was stirred at room temperature for 15 min. The solvent was evaporated under reduced pressure, and the residue was purified by silica gel column chromatography (ethyl acetate) to give the title compound (335 mg, yield 68%).